This data is from the Open Reaction Database (ORD), a public repository of structured organic reaction records. The task is: describe an organic reaction: reactants, conditions, products, and yield Starting materials: Cl (hydrogen chloride), C(C)(C)(C)OC(=O)N1CC(CC1)OC1=CC=C(C=C1)F (3-(4-fluoro-phenoxy)-pyrrolidine-1-carboxylic acid tert-butyl ester). Solvent: O1CCOCC1 (dioxane), C(C)O (ethanol). Conditions: time 18 hour. Yields the product FC1=CC=C(OC2CNCC2)C=C1 (3-(4-Fluoro-phenoxy)-pyrrolidine). Reaction SMILES: Cl.C(OC([N:9]1[CH2:13][CH2:12][CH:11]([O:14][C:15]2[CH:20]=[CH:19][C:18]([F:21])=[CH:17][CH:16]=2)[CH2:10]1)=O)(C)(C)C>O1CCOCC1.C(O)C>[F:21][C:18]1[CH:19]=[CH:20][C:15]([O:14][CH:11]2[CH2:12][CH2:13][NH:9][CH2:10]2)=[CH:16][CH:17]=1. Procedure details: 4N hydrogen chloride in dioxane (200 ml) is added to a solution of 3-(4-fluoro-phenoxy)-pyrrolidine-1-carboxylic acid tert-butyl ester 5 (39.43 g, 140 mmol) in ethanol (200 ml) and the mixture stirred at room temperature for 18 hours. The solvent is evaporated under vacuum and the residue basified using 4N sodium hydroxide solution (200 ml). The resulting product is extracted using DCM (3×100 ml). The organic extracts are dried (using MgSO4), filtered and evaporated to give the title compound as...